This data is from the Open Reaction Database (ORD), a public repository of structured organic reaction records. The task is: describe an organic reaction: reactants, conditions, products, and yield Reactants: 20.2, [N+](=O)(O)[O-].Cl\C(=C/N1C=NC=C1)\C1=C(C=C(C=C1)Cl)Cl ((Z)-1-[2-chloro-2-(2,4-dichlorophenyl)ethenyl]-1H-imidazole mononitrate), O(C(C)C)C(C)C (2,2'-oxybispropane), [OH-].[NH4+] (ammonium hydroxide). Run in O (water). Reaction conditions: time 15 minute. The product is 15.9, Cl\C(=C/N1C=NC=C1)\C1=C(C=C(C=C1)Cl)Cl ((Z)-1-[2-chloro-2-(2,4-dichlorophenyl)ethenyl]-1H-imidazole). As a reaction SMILES: [N+]([O-])(O)=O.[Cl:5]/[C:6](/[C:13]1[CH:18]=[CH:17][C:16]([Cl:19])=[CH:15][C:14]=1[Cl:20])=[CH:7]\[N:8]1[CH:12]=[CH:11][N:10]=[CH:9]1.O(C(C)C)C(C)C.[OH-].[NH4+]>O>[Cl:5]/[C:6](/[C:13]1[CH:18]=[CH:17][C:16]([Cl:19])=[CH:15][C:14]=1[Cl:20])=[CH:7]\[N:8]1[CH:12]=[CH:11][N:10]=[CH:9]1 |f:0.1,3.4|. Procedure details: To a stirred mixture of 20.2 parts of (Z)-1-[2-chloro-2-(2,4-dichlorophenyl)ethenyl]-1H-imidazole mononitrate, 100 parts of water and 70 parts of 2,2'-oxybispropane were added 5 parts of ammonium hydroxide. The whole was stirred for 15 minutes. The layers were separated. The aqueous phase was extracted with 35 parts of 2,2'-oxybispropane. The combined organic layers were washed with water, dried, filtered and evaporated, yielding 15.9 parts of (Z)-1-[2-chloro-2-(2,4-dichlorophenyl)ethenyl]-1H-im... RXN SMILES: [CH3:20][O:21][c:22]1[n:23][c:24]([O:25][CH3:26])[n:27][c:28]([N+:29]2([CH3:30])[CH2:31][CH2:32][O:33][CH2:34][CH2:35]2)[n:36]1.[Cl-:19].[ClH:17].[NH2:1][CH2:2][c:3]1[cH:4][c:5]([F:16])[c:6]([NH:11][S:12](=[O:13])(=[O:14])[CH3:15])[c:7]([CH:9]=[CH2:10])[cH:8]1.[O:37]([c:38]1[cH:39][cH:40][cH:41][cH:42][cH:43]1)[c:44]1[n:45][c:46]([C:55]([F:56])([F:57])[F:58])[cH:47][cH:48][c:49]1[CH:50]=[CH:51][C:52](=[O:53])[OH:54].[OH2:18]>>[NH:1]([CH2:2][c:3]1[cH:4][c:5]([F:16])[c:6]([NH:11][S:12](=[O:13])(=[O:14])[CH3:15])[c:7]([CH:9]=[CH2:10])[cH:8]1)[C:52]([CH:51]=[CH:50][c:49]1[c:44]([O:37][c:38]2[cH:39][cH:40][cH:41][cH:42][cH:43]2)[n:45][c:46]([C:55]([F:56])([F:57])[F:58])[cH:47][cH:48]1)=[O:53]. Yields the product C=Cc1cc(CNC(=O)C=Cc2ccc(C(F)(F)F)nc2Oc2ccccc2)cc(F)c1NS(C)(=O)=O. The reactants are COc1nc(OC)nc([N+]2(C)CCOCC2)n1, [Cl-], Cl, C=Cc1cc(CN)cc(F)c1NS(C)(=O)=O, O=C(O)C=Cc1ccc(C(F)(F)F)nc1Oc1ccccc1, O. Starting materials: C(=O)C1=CC=C(O1)B(O)O (5-formyl-2-furanboronic acid), BrC=1C=C(C=CC1)I (3-bromoiodobenzene), C([O-])([O-])=O.[Na+].[Na+] (sodium carbonate), C(C)OC(CN1C(N\C(\C1=O)=C/C=1OC(=CC1)C1=CC(=CC=C1)[Sn](CCCC)(CCCC)CCCC)=S)=O ((Z)-ethyl-2-(5-oxo-2-thioxo-4-((5-(3-(tributylstannyl)phenyl)furan-2-yl)methylene)imidazolidin-1-yl)acetate). The reagents and catalysts are C=1C=CC(=CC1)[P](C=2C=CC=CC2)(C=3C=CC=CC3)[Pd]([P](C=4C=CC=CC4)(C=5C=CC=CC5)C=6C=CC=CC6)([P](C=7C=CC=CC7)(C=8C=CC=CC8)C=9C=CC=CC9)[P](C=1C=CC=CC1)(C=1C=CC=CC1)C=1C=CC=CC1 (tetrakis(triphenylphosphine)palladium). Solvent: COCCOC (1,2-dimethoxyethane). Product: BrC=1C=C(C=CC1)C1=CC=C(O1)C=O (5-(3-bromophenyl)furan-2-carbaldehyde). Reaction SMILES: C(OC(=O)CN1C(=O)/C(=C/C2OC(C3C=CC=C([Sn](CCCC)(CCCC)CCCC)C=3)=CC=2)/NC1=S)C.[CH:39]([C:41]1[O:45][C:44](B(O)O)=[CH:43][CH:42]=1)=[O:40].[Br:49][C:50]1[CH:51]=[C:52](I)[CH:53]=[CH:54][CH:55]=1.C(=O)([O-])[O-].[Na+].[Na+]>COCCOC.C1C=CC([P]([Pd]([P](C2C=CC=CC=2)(C2C=CC=CC=2)C2C=CC=CC=2)([P](C2C=CC=CC=2)(C2C=CC=CC=2)C2C=CC=CC=2)[P](C2C=CC=CC=2)(C2C=CC=CC=2)C2C=CC=CC=2)(C2C=CC=CC=2)C2C=CC=CC=2)=CC=1>[Br:49][C:50]1[CH:55]=[C:54]([C:44]2[O:45][C:41]([CH:39]=[O:40])=[CH:42][CH:43]=2)[CH:53]=[CH:52][CH:51]=1 |f:3.4.5,^1:72,74,93,112|. Procedure: Synthesis of (Z)-ethyl-2-(5-oxo-2-thioxo-4-((5-(3-(tributylstannyl)phenyl)furan-2-yl)methylene)imidazolidin-1-yl)acetate may be carried out in accordance with a known method, for example, a method described in non-patent document 2. First, substantially equivalent amounts of 5-formyl-2-furanboronic acid and 3-bromoiodobenzene are dissolved in 1,2-dimethoxyethane, and sodium carbonate and a catalytic amount of tetrakis(triphenylphosphine)palladium are added thereto. This solution is heated to ref... Reactants: Cl.C(C)(=O)OCC (Hydrochloric acid ethyl acetate), C1(=CC=C(C=C1)CCC(=O)N1CC(N(C2=CC=CC=C12)C=O)CN1CCCC1)C1=CC=CC=C1 (4-(3-(4-biphenylyl)propanoyl)-1-formyl-2-(pyrrolidin-1-yl)methyl-1,2,3,4-tetrahydroquinoxaline), CO (methanol). Reaction conditions: temperature 50 celsius, time 1 hour. Product: C(C(=O)O)(=O)O.C1(=CC=C(C=C1)CCC(=O)N1CC(NC2=CC=CC=C12)CN1CCCC1)C1=CC=CC=C1 (4-(3-(4-Biphenylyl)propanoyl)-2-(pyrrolidin-1-yl)methyl-1,2,3,4-tetrahydroquinoxaline oxalate). RXN SMILES: Cl.[C:2]([O:5]CC)(=[O:4])C.[C:8]1([C:36]2[CH:41]=[CH:40][CH:39]=[CH:38][CH:37]=2)[CH:13]=[CH:12][C:11]([CH2:14][CH2:15][C:16]([N:18]2[C:27]3[C:22](=[CH:23][CH:24]=[CH:25][CH:26]=3)[N:21](C=O)[CH:20]([CH2:30][N:31]3[CH2:35][CH2:34][CH2:33][CH2:32]3)[CH2:19]2)=[O:17])=[CH:10][CH:9]=1.[CH3:42][OH:43]>>[C:2]([OH:5])(=[O:4])[C:42]([OH:17])=[O:43].[C:8]1([C:36]2[CH:41]=[CH:40][CH:39]=[CH:38][CH:37]=2)[CH:9]=[CH:10][C:11]([CH2:14][CH2:15][C:16]([N:18]2[C:27]3[C:22](=[CH:23][CH:24]=[CH:25][CH:26]=3)[NH:21][CH:20]([CH2:30][N:31]3[CH2:35][CH2:34][CH2:33][CH2:32]3)[CH2:19]2)=[O:17])=[CH:12][CH:13]=1 |f:0.1,4.5|. Reported procedure: 4N Hydrochloric acid-ethyl acetate (2 ml) was added to a methanol (10 ml) solution of 4-(3-(4-biphenylyl)propanoyl)-1-formyl-2-(pyrrolidin-1-yl)methyl-1,2,3,4-tetrahydroquinoxaline (320 mg). The reaction mixture was stirred at 50° C. for one hour, then concentrated. 10% Aqueous potassium carbonate solution was added to the residue, which was extracted with ethyl acetate. The organic layer was washed with a saturated aqueous sodium chloride solution, then dried and concentrated. The residue was p...